Dataset: the Open Reaction Database (ORD), a public repository of structured organic reaction records. Task: describe an organic reaction: reactants, conditions, products, and yield Starting materials: ClC[Si](OCC)(OCC)OCC (chloromethyltriethoxysilane), C(C(=C)C)(=O)[O-].[K+] (potassium methacrylate), C(C(=C)C)(=O)[O-].[K+] (potassium methacrylate). The reagents and catalysts are C(CCC)P(CCCC)CCCC (tri-n-butylphosphine), C1=CC=CC=2SC3=CC=CC=C3NC12 (phenothiazine). Reaction conditions: time 4 hour. Yields the product C(C(=C)C)(=O)OC[Si](OCC)(OCC)OCC (methacryloxymethyltriethoxysilane). The yield is 95.3%. Reaction SMILES: Cl[CH2:2][Si:3]([O:10][CH2:11][CH3:12])([O:7][CH2:8][CH3:9])[O:4][CH2:5][CH3:6].[C:13]([O-:18])(=[O:17])[C:14]([CH3:16])=[CH2:15].[K+]>C(P(CCCC)CCCC)CCC.C1C2NC3C(=CC=CC=3)SC=2C=CC=1>[C:13]([O:18][CH2:2][Si:3]([O:10][CH2:11][CH3:12])([O:7][CH2:8][CH3:9])[O:4][CH2:5][CH3:6])(=[O:17])[C:14]([CH3:16])=[CH2:15] |f:1.2|. Procedure details: Using a method analogous to Example 1, 212.7 g (1 mol) of chloromethyltriethoxysilane are reacted in the presence of 6.1 g (0.03 mol) of tri-n-butylphosphine and 0.1 g of phenothiazine with 130.4 g (1.05 mol) of potassium methacrylate at 90° C. The reaction is complete 4 hours after all the potassium methacrylate has been introduced. Work-up gives 250.0 g (95%) of methacryloxymethyltriethoxysilane having a purity of 99.0%. Starting materials: O=C(O)Cc1cnc(-c2ccccc2)n1Cc1ccccc1, CO, O, O=S(=O)(O)O. The product is COC(=O)Cc1cnc(-c2ccccc2)n1Cc1ccccc1. RXN SMILES: [CH2:2]([c:3]1[cH:4][cH:5][cH:6][cH:7][cH:8]1)[n:9]1[c:10](-[c:18]2[cH:19][cH:20][cH:21][cH:22][cH:23]2)[n:11][cH:12][c:13]1[CH2:14][C:15](=[O:16])[OH:17].[CH3:29][OH:30].[OH2:1].[S:24](=[O:25])(=[O:26])([OH:27])[OH:28]>>[CH2:2]([c:3]1[cH:4][cH:5][cH:6][cH:7][cH:8]1)[n:9]1[c:10](-[c:18]2[cH:19][cH:20][cH:21][cH:22][cH:23]2)[n:11][cH:12][c:13]1[CH2:14][C:15](=[O:16])[O:17][CH3:29]. Reactants: CS(=O)(=O)c1ccc(C(CC2CCCC2)C(=O)Nc2cnc(Br)cn2)cc1Cl, C#CCOC, Cc1ccccc1, CCN(C(C)C)C(C)C, [Cu]I, Cl[Pd]Cl, c1ccc(P(c2ccccc2)c2ccccc2)cc1, c1ccc(P(c2ccccc2)c2ccccc2)cc1. Yields the product COCC#Cc1cnc(NC(=O)C(CC2CCCC2)c2ccc(S(C)(=O)=O)c(Cl)c2)cn1. Reaction SMILES: [Br:1][c:2]1[n:3][cH:4][c:5]([NH:8][C:9]([CH:10]([CH2:11][CH:12]2[CH2:13][CH2:14][CH2:15][CH2:16]2)[c:17]2[cH:18][c:19]([Cl:27])[c:20]([S:23](=[O:24])(=[O:25])[CH3:26])[cH:21][cH:22]2)=[O:28])[n:6][cH:7]1.[CH3:38][O:39][CH2:40][C:41]#[CH:42].[CH3:43][c:44]1[cH:45][cH:46][cH:47][cH:48][cH:49]1.[CH:29]([N:30]([CH2:31][CH3:32])[CH:33]([CH3:34])[CH3:35])([CH3:36])[CH3:37].[Cu:91][I:92].[Pd:50]([Cl:51])[Cl:52].[c:53]1([P:54]([c:55]2[cH:56][cH:57][cH:58][cH:59][cH:60]2)[c:61]2[cH:62][cH:63][cH:64][cH:65][cH:66]2)[cH:67][cH:68][cH:69][cH:70][cH:71]1.[c:72]1([P:73]([c:74]2[cH:75][cH:76][cH:77][cH:78][cH:79]2)[c:80]2[cH:81][cH:82][cH:83][cH:84][cH:85]2)[cH:86][cH:87][cH:88][cH:89][cH:90]1>>[c:2]1([C:42]#[C:41][CH2:40][O:39][CH3:38])[n:3][cH:4][c:5]([NH:8][C:9]([CH:10]([CH2:11][CH:12]2[CH2:13][CH2:14][CH2:15][CH2:16]2)[c:17]2[cH:18][c:19]([Cl:27])[c:20]([S:23](=[O:24])(=[O:25])[CH3:26])[cH:21][cH:22]2)=[O:28])[n:6][cH:7]1. The reactants are C[N+](C)(C)Cc1ccccc1, ClCCl, C#CC(C)(C)Cl, N#Cc1ccc(O)cc1F, [Na+], [OH-], [OH-], O. Product: C#CC(C)(C)Oc1ccc(C#N)c(F)c1. As a reaction SMILES: [CH2:18]([N+:19]([CH3:20])([CH3:21])[CH3:22])[c:23]1[cH:24][cH:25][cH:26][cH:27][cH:28]1.[CH2:31]([Cl:32])[Cl:33].[Cl:11][C:12]([C:13]#[CH:14])([CH3:15])[CH3:16].[F:1][c:2]1[c:3]([C:4]#[N:5])[cH:6][cH:7][c:8]([OH:10])[cH:9]1.[Na+:30].[OH-:17].[OH-:29].[OH2:34]>>[F:1][c:2]1[c:3]([C:4]#[N:5])[cH:6][cH:7][c:8]([O:10][C:12]([C:13]#[CH:14])([CH3:15])[CH3:16])[cH:9]1. Starting materials: CC(C)c1c(N)nn2cccnc12, O=C(Cl)CCC1CCCC1, ClCCl, c1ccncc1. Yields the product CC(C)c1c(NC(=O)CCC2CCCC2)nn2cccnc12. RXN SMILES: [CH:11]([CH3:12])([CH3:13])[c:14]1[c:15]([NH2:23])[n:16][n:17]2[c:18]1[n:19][cH:20][cH:21][cH:22]2.[CH:1]1([CH2:6][CH2:7][C:8](=[O:9])[Cl:10])[CH2:2][CH2:3][CH2:4][CH2:5]1.[Cl:24][CH2:25][Cl:26].[cH:27]1[cH:28][cH:29][n:30][cH:31][cH:32]1>>[CH:1]1([CH2:6][CH2:7][C:8](=[O:9])[NH:23][c:15]2[c:14]([CH:11]([CH3:12])[CH3:13])[c:18]3[n:17]([n:16]2)[cH:22][cH:21][cH:20][n:19]3)[CH2:2][CH2:3][CH2:4][CH2:5]1. Starting materials: C(C1=CC=CC=C1)OC(=O)NC=1C(N(C(=CC1)C1=CC=CC=C1)CC(=O)NC(C(C(F)(F)F)O[Si](C)(C)C(C)(C)C)C(C)C)=O (2-(3-benzyloxycarbonylamino-2-oxo-6-phenyl-1,2-dihydro-1-pyridyl)-N-(2-tert-butyldimethylsilyloxy-3,3,3-trifluoro-1-isopropylpropyl)acetamide). The reagents and catalysts are [Pd] (palladium-on-carbon). The solvent is O1CCCC1 (tetrahydrofuran), O1CCCC1 (tetrahydrofuran). Run at time 5 hour. The product is NC=1C(N(C(=CC1)C1=CC=CC=C1)CC(=O)NC(C(C(F)(F)F)O[Si](C)(C)C(C)(C)C)C(C)C)=O (2-(3-amino-2-oxo-6-phenyl-1,2-dihydro-1-pyridyl)-N-(2-tert-butyldimethylsilyloxy-3,3,3-trifluoro-1-isopropylpropyl)acetamide). Isolated yield 93.2%. As a reaction SMILES: C(OC([NH:11][C:12]1[C:13](=[O:45])[N:14]([CH2:24][C:25]([NH:27][CH:28]([CH:42]([CH3:44])[CH3:43])[CH:29]([O:34][Si:35]([C:38]([CH3:41])([CH3:40])[CH3:39])([CH3:37])[CH3:36])[C:30]([F:33])([F:32])[F:31])=[O:26])[C:15]([C:18]2[CH:23]=[CH:22][CH:21]=[CH:20][CH:19]=2)=[CH:16][CH:17]=1)=O)C1C=CC=CC=1>O1CCCC1.[Pd]>[NH2:11][C:12]1[C:13](=[O:45])[N:14]([CH2:24][C:25]([NH:27][CH:28]([CH:42]([CH3:43])[CH3:44])[CH:29]([O:34][Si:35]([C:38]([CH3:39])([CH3:40])[CH3:41])([CH3:37])[CH3:36])[C:30]([F:33])([F:31])[F:32])=[O:26])[C:15]([C:18]2[CH:19]=[CH:20][CH:21]=[CH:22][CH:23]=2)=[CH:16][CH:17]=1. Reported procedure: To a solution of 2-(3-benzyloxycarbonylamino-2-oxo-6-phenyl-1,2-dihydro-1-pyridyl)-N-(2-tert-butyldimethylsilyloxy-3,3,3-trifluoro-1-isopropylpropyl)acetamide (2.41 g) in dry tetrahydrofuran (8 mL) was added 10% (w/w) palladium-on-carbon (0.50 g) in dry tetrahydrofuran (8 mL) under nitrogen. This mixture was stirred under hydrogen at atmospheric pressure for 5 h. The catalyst was removed by filtration through a plug of diatomaceous earth and the plug was washed with ethanol. The filtrate was eva... The reactants are CC1=C(N=CN1COCC[Si](C)(C)C)C(=O)O (5-methyl-1-({[2-(trimethylsilyl)ethyl]oxy}methyl)-1H-imidazole-4-carboxylic acid), NCC=1C(=C(C(=CC1)Cl)OC=1C=C(C#N)C=C(C1)Cl)F (3-{[3-(aminomethyl)-6-chloro-2-fluorophenyl]oxy}-5-chlorobenzonitrile). The product is ClC1=C(C(=C(C=C1)CNC(=O)C1=C(N=CN1)C)F)OC1=CC(=CC(=C1)C#N)Cl (N-({4-chloro-3-[(3-chloro-5-cyanophenyl)oxy]-2-fluorophenyl}methyl)-4-methyl-1H-imidazole-5-carboxamide). Isolated yield 254.4%. Reaction SMILES: [CH3:1][C:2]1[N:6](COCC[Si](C)(C)C)[CH:5]=[N:4][C:3]=1[C:15]([OH:17])=O.[NH2:18][CH2:19][C:20]1[C:21]([F:37])=[C:22]([O:27][C:28]2[CH:29]=[C:30]([CH:33]=[C:34]([Cl:36])[CH:35]=2)[C:31]#[N:32])[C:23]([Cl:26])=[CH:24][CH:25]=1>>[Cl:26][C:23]1[CH:24]=[CH:25][C:20]([CH2:19][NH:18][C:15]([C:3]2[NH:4][CH:5]=[N:6][C:2]=2[CH3:1])=[O:17])=[C:21]([F:37])[C:22]=1[O:27][C:28]1[CH:29]=[C:30]([C:31]#[N:32])[CH:33]=[C:34]([Cl:36])[CH:35]=1. Procedure: The procedure and process are similar to that described herein except that 5-methyl-1-({[2-(trimethylsilyl)ethyl]oxy}methyl)-1H-imidazole-4-carboxylic acid (0.077 g, 0.30 mmol) and 3-{[3-(aminomethyl)-6-chloro-2-fluorophenyl]oxy}-5-chlorobenzonitrile (0.093 g, 0.30 mmol) were employed to provide the title compound (0.32 g, 25% overall) as a white solid after deprotection and purification by Reverse-Phase HPLC (water:acetonitrile with 0.1% NH4OH. 1H NMR (400 MHz, DMSO-d6) δ ppm 12.29 (br. s., 1H)...